Dataset: the Open Reaction Database (ORD), a public repository of structured organic reaction records. Task: describe an organic reaction: reactants, conditions, products, and yield Starting materials: O=C(O)c1cn(C2CC2)c2c(F)c(F)c(F)c(F)c2c1=O, O=C(NC1CNCC1CF)C(F)(F)F, c1ccncc1. Yields the product O=C(O)c1cn(C2CC2)c2c(F)c(N3CC(CF)C(NC(=O)C(F)(F)F)C3)c(F)c(F)c2c1=O. As a reaction SMILES: [CH:1]1([n:4]2[cH:5][c:6]([C:19](=[O:20])[OH:21])[c:7](=[O:18])[c:8]3[c:9]([F:17])[c:10]([F:16])[c:11]([F:15])[c:12]([F:14])[c:13]23)[CH2:2][CH2:3]1.[F:22][C:23]([C:24](=[O:25])[NH:26][CH:27]1[CH2:28][NH:29][CH2:30][CH:31]1[CH2:32][F:33])([F:34])[F:35].[cH:36]1[cH:37][cH:38][n:39][cH:40][cH:41]1>>[CH:1]1([n:4]2[cH:5][c:6]([C:19](=[O:20])[OH:21])[c:7](=[O:18])[c:8]3[c:9]([F:17])[c:10]([F:16])[c:11]([N:29]4[CH2:28][CH:27]([NH:26][C:24]([C:23]([F:22])([F:34])[F:35])=[O:25])[CH:31]([CH2:32][F:33])[CH2:30]4)[c:12]([F:14])[c:13]23)[CH2:2][CH2:3]1. The reactants are CO, NC(=O)c1nc2n(n1)-c1ccc(Cl)cc1C(c1ccccc1)=NC2O, O, O=S(=O)(O)O. Yields the product COC1N=C(c2ccccc2)c2cc(Cl)ccc2-n2nc(C(N)=O)nc21. RXN SMILES: [CH3:32][OH:33].[Cl:1][c:2]1[cH:3][cH:4][c:5]2[c:6]([cH:25]1)[C:7]([c:19]1[cH:20][cH:21][cH:22][cH:23][cH:24]1)=[N:8][CH:9]([OH:18])[c:10]1[n:11]-2[n:12][c:13]([C:15](=[O:16])[NH2:17])[n:14]1.[OH2:31].[S:26](=[O:27])(=[O:28])([OH:29])[OH:30]>>[Cl:1][c:2]1[cH:3][cH:4][c:5]2[c:6]([cH:25]1)[C:7]([c:19]1[cH:20][cH:21][cH:22][cH:23][cH:24]1)=[N:8][CH:9]([O:18][CH3:32])[c:10]1[n:11]-2[n:12][c:13]([C:15](=[O:16])[NH2:17])[n:14]1. Conditions: time 3 hour. The product is ClC1=CC=2C(=C3N(C2C=C1)CCC3)C=O (7-Chloro-2,3-dihydro-1H-pyrrolo[1,2-a]indole-9-carboxaldehyde). Procedure details: To a stirred solution of 5-chloro-1-(3-iodopropyl)indole-3-carboxaldehyde (5.0 g, 14 mmol) in toluene (75 mL) at reflux under argon was added dropwise over 2 h a solution of 1,1′-azobis(cyclohexanecarbonitrile) (3.5 g, 14 mmol) and tri-n-butyltin hydride (7.8 mL, 29 mmol) in toluene (75 mL). The mixture was stirred for 3 h, cooled to room temperature, and potassiurn fluoride (3.5 g, 60 mmol) and water (15 mL) were added. The mixture was stirred for 18 h and filtered through a pad of kieselguhr. ... The reactants are [F-].[K+] (potassiurn fluoride), ClC=1C=C2C(=CN(C2=CC1)CCCI)C=O (5-chloro-1-(3-iodopropyl)indole-3-carboxaldehyde), N(=NC1(CCCCC1)C#N)C1(CCCCC1)C#N (1,1′-azobis(cyclohexanecarbonitrile)), C(CCC)[SnH](CCCC)CCCC (tri-n-butyltin hydride). As a reaction SMILES: [Cl:1][C:2]1[CH:3]=[C:4]2[C:8](=[CH:9][CH:10]=1)[N:7]([CH2:11][CH2:12][CH2:13]I)[CH:6]=[C:5]2[CH:15]=[O:16].N(C1(C#N)CCCCC1)=NC1(C#N)CCCCC1.C([SnH](CCCC)CCCC)CCC.[F-].[K+]>C1(C)C=CC=CC=1.O>[Cl:1][C:2]1[CH:10]=[CH:9][C:8]2[N:7]3[CH2:11][CH2:12][CH2:13][C:6]3=[C:5]([CH:15]=[O:16])[C:4]=2[CH:3]=1 |f:3.4|. The solvent is O (water), C1(=CC=CC=C1)C (toluene), C1(=CC=CC=C1)C (toluene). Yield: 35.8%. Reactants: BrC=1C=C2CCC(CC2=CC1)N1CCOCC1 (4-(6-bromo-1,2,3,4-tetrahydro-naphthalen-2-yl)-morpholine), N1[C@@H](CCC1)CN1CCCC1 ((S)-(+)-1-(2-pyrrolidinylmethyl)-pyrrolidine), BrC=1C=C2CCC(CC2=CC1)N1CCOCC1 (4-(6-bromo-1,2,3,4-tetrahydro-naphthalen-2-yl)-morpholine), BrC=1C=C2CCC(CC2=CC1)=O (6-bromo-2-tetralone), N1CCOCC1 (morpholine). The product is N1(CCOCC1)C1CC=2C=CC(=CC2CC1)C(=O)N1C(CCC1)CN1CCCC1 ((6-Morpholin-4-yl-5,6,7,8-tetrahydro-naphthalen-2-yl)-(2-pyrrolidin-1-ylmethyl-pyrrolidin-1-yl)-methanone). Reaction SMILES: Br[C:2]1[CH:3]=[C:4]2[C:9](=[CH:10][CH:11]=1)[CH2:8][CH:7]([N:12]1[CH2:17][CH2:16][O:15][CH2:14][CH2:13]1)[CH2:6][CH2:5]2.[NH:18]1[CH2:22][CH2:21][CH2:20][C@H:19]1[CH2:23][N:24]1[CH2:28][CH2:27][CH2:26][CH2:25]1.BrC1C=C2C(=CC=1)C[C:35](=[O:40])CC2.N1CCOCC1>>[N:12]1([CH:7]2[CH2:6][CH2:5][C:4]3[CH:3]=[C:2]([C:35]([N:18]4[CH2:22][CH2:21][CH2:20][CH:19]4[CH2:23][N:24]4[CH2:28][CH2:27][CH2:26][CH2:25]4)=[O:40])[CH:11]=[CH:10][C:9]=3[CH2:8]2)[CH2:17][CH2:16][O:15][CH2:14][CH2:13]1. Procedure: (6-Morpholin-4-yl-5,6,7,8-tetrahydro-naphthalen-2-yl)-(2-pyrrolidin-1-ylmethyl-pyrrolidin-1-yl)-methanone is prepared from 4-(6-bromo-1,2,3,4-tetrahydro-naphthalen-2-yl)-morpholine and (S)-(+)-1-(2-pyrrolidinylmethyl)-pyrrolidine in a manner substantially analogous to Procedure A. (See herein Example 1). Starting material, 4-(6-bromo-1,2,3,4-tetrahydro-naphthalen-2-yl)-morpholine, was prepared from 6-bromo-2-tetralone and morpholine in a manner substantially analogous to Preparation 1. Mass spec... Reactants: COC(=O)c1cccc(CCc2ccccc2)c1, CCO, Cl, [Na+], [OH-]. Product: O=C(O)c1cccc(CCc2ccccc2)c1. Reaction SMILES: [CH3:1][O:2][C:3]([c:4]1[cH:5][c:6]([CH2:10][CH2:11][c:12]2[cH:13][cH:14][cH:15][cH:16][cH:17]2)[cH:7][cH:8][cH:9]1)=[O:18].[CH3:22][CH2:23][OH:24].[ClH:21].[Na+:20].[OH-:19]>>[O:2]=[C:3]([c:4]1[cH:5][c:6]([CH2:10][CH2:11][c:12]2[cH:13][cH:14][cH:15][cH:16][cH:17]2)[cH:7][cH:8][cH:9]1)[OH:18]. Conditions: time 8 hour. Yield: 97.3%. Reactants: C1(=CC=CC=C1)SC1=CC=CC=C1 (phenyl sulfide), C(C)(C)(C)Cl (t-butyl chloride), [Al+3].[Cl-].[Cl-].[Cl-] (AlCl3). Procedure details: To a mixture of 93 g of phenyl sulfide, 92.5 g of t-butyl chloride and 200 mL of CS2 cooled in an ice bath, 133 g of AlCl3 was added over a period of 1 hour. Following complete addition, the mixture was allowed to warm slowly to room temperature and stirred overnight. The mixture was subjected to decomposition with ice, extraction with ether and washing of the ether solution successively with water, 5% NaHCO3, water and saturated NaCl solution and gave after evaporation of dried (MgSO4) extracts... The solvent is C(=S)=S (CS2). Product: C(C)(C)(C)C1=CC=C(C=C1)SC1=CC=C(C=C1)C(C)(C)C (Bis-(4-t-butylphenyl)-sulfide). RXN SMILES: [C:1]1([S:7][C:8]2[CH:13]=[CH:12][CH:11]=[CH:10][CH:9]=2)[CH:6]=[CH:5][CH:4]=[CH:3][CH:2]=1.[C:14](Cl)([CH3:17])([CH3:16])[CH3:15].[Al+3].[Cl-].[Cl-].[Cl-]>C(=S)=S>[C:14]([C:11]1[CH:10]=[CH:9][C:8]([S:7][C:1]2[CH:2]=[CH:3][C:4]([C:14]([CH3:17])([CH3:16])[CH3:15])=[CH:5][CH:6]=2)=[CH:13][CH:12]=1)([CH3:17])([CH3:16])[CH3:15] |f:2.3.4.5|. Reactants: C(CC)C1=NC2=C(N1CC1=CC=C(C=C1)C1=C(C=CC=C1)C1=NN=NN1C(C1=CC=CC=C1)(C1=CC=CC=C1)C1=CC=CC=C1)C=C(C=C2Cl)N2C(C=1C(C2=O)=CC=CC1)=O (4'-[(2-n-propyl-4-chloro-6-phthalimido-1H-benzimidazol-1-yl)-methyl]-2-(1-triphenylmethyl-tetrazol-5-yl)-biphenyl), CN (methylamine). Product: C(CC)C1=NC2=C(N1CC1=CC=C(C=C1)C1=C(C=CC=C1)C1=NN=NN1C(C1=CC=CC=C1)(C1=CC=CC=C1)C1=CC=CC=C1)C=C(C=C2Cl)N (4'-[(2-n-propyl-4-chloro-6-amino-1H-benzimidazol-1-yl)-methyl]-2-(1-triphenylmethyl-tetrazol-5-yl)-biphenyl). Reaction SMILES: [CH2:1]([C:4]1[N:8]([CH2:9][C:10]2[CH:15]=[CH:14][C:13]([C:16]3[CH:21]=[CH:20][CH:19]=[CH:18][C:17]=3[C:22]3[N:26]([C:27]([C:40]4[CH:45]=[CH:44][CH:43]=[CH:42][CH:41]=4)([C:34]4[CH:39]=[CH:38][CH:37]=[CH:36][CH:35]=4)[C:28]4[CH:33]=[CH:32][CH:31]=[CH:30][CH:29]=4)[N:25]=[N:24][N:23]=3)=[CH:12][CH:11]=2)[C:7]2[CH:46]=[C:47]([N:51]3C(=O)C4=CC=CC=C4C3=O)[CH:48]=[C:49]([Cl:50])[C:6]=2[N:5]=1)[CH2:2][CH3:3].CN>>[CH2:1]([C:4]1[N:8]([CH2:9][C:10]2[CH:15]=[CH:14][C:13]([C:16]3[CH:21]=[CH:20][CH:19]=[CH:18][C:17]=3[C:22]3[N:26]([C:27]([C:34]4[CH:35]=[CH:36][CH:37]=[CH:38][CH:39]=4)([C:40]4[CH:41]=[CH:42][CH:43]=[CH:44][CH:45]=4)[C:28]4[CH:33]=[CH:32][CH:31]=[CH:30][CH:29]=4)[N:25]=[N:24][N:23]=3)=[CH:12][CH:11]=2)[C:7]2[CH:46]=[C:47]([NH2:51])[CH:48]=[C:49]([Cl:50])[C:6]=2[N:5]=1)[CH2:2][CH3:3]. Procedure details: Prepared analogously to Example 1b from 4'-[(2-n-propyl-4-chloro-6-phthalimido-1H-benzimidazol-1-yl)-methyl]-2-(1-triphenylmethyl-tetrazol-5-yl)-biphenyl and methylamine. The reactants are CC(C)(C)[Si](C)(C)OCC(F)c1cccc(C=O)c1, CC(=O)O[BH-](OC(C)=O)OC(C)=O, CC(=O)O, CO, CC(C)c1nc(C(=O)N2CCOC3(CCNCC3)C2)cs1, O=C(O)C(F)(F)F, [Na+]. Product: CC(C)c1nc(C(=O)N2CCOC3(CCN(Cc4cccc(C(F)CO[Si](C)(C)C(C)(C)C)c4)CC3)C2)cs1. RXN SMILES: [C:1]([CH3:2])([CH3:3])([CH3:4])[Si:5]([O:6][CH2:7][CH:8]([F:9])[c:10]1[cH:11][c:12]([CH:13]=[O:14])[cH:15][cH:16][cH:17]1)([CH3:18])[CH3:19].[C:52]([O:53][BH-:54]([O:55][C:56](=[O:57])[CH3:58])[O:59][C:60](=[O:61])[CH3:62])(=[O:63])[CH3:64].[CH3:20][C:21](=[O:22])[OH:23].[CH3:66][OH:67].[CH:31]([CH3:32])([CH3:33])[c:34]1[s:35][cH:36][c:37]([C:39](=[O:40])[N:41]2[CH2:42][CH2:43][O:44][C:45]3([CH2:46]2)[CH2:47][CH2:48][NH:49][CH2:50][CH2:51]3)[n:38]1.[F:24][C:25]([F:26])([F:27])[C:28]([OH:29])=[O:30].[Na+:65]>>[C:1]([CH3:2])([CH3:3])([CH3:4])[Si:5]([O:6][CH2:7][CH:8]([F:9])[c:10]1[cH:11][c:12]([CH2:13][N:49]2[CH2:48][CH2:47][C:45]3([O:44][CH2:43][CH2:42][N:41]([C:39]([c:37]4[cH:36][s:35][c:34]([CH:31]([CH3:32])[CH3:33])[n:38]4)=[O:40])[CH2:46]3)[CH2:51][CH2:50]2)[cH:15][cH:16][cH:17]1)([CH3:18])[CH3:19]. The reactants are C(#N)C=1OC2=C(C1)C=CC=C2OCC (2-cyano-7-ethoxybenzofuran), ClS(=O)(=O)O (chlorosulfonic acid). Product: C(#N)C=1OC2=C(C1)C(=CC=C2OCC)S(=O)(=O)Cl (2-cyano-4-chlorosulfonyl-7-ethoxybenzofuran). Yield: 43.0%. RXN SMILES: [C:1]([C:3]1[O:4][C:5]2[C:11]([O:12][CH2:13][CH3:14])=[CH:10][CH:9]=[CH:8][C:6]=2[CH:7]=1)#[N:2].[Cl:15][S:16](O)(=[O:18])=[O:17]>>[C:1]([C:3]1[O:4][C:5]2[C:11]([O:12][CH2:13][CH3:14])=[CH:10][CH:9]=[C:8]([S:16]([Cl:15])(=[O:18])=[O:17])[C:6]=2[CH:7]=1)#[N:2]. Procedure: There was reacted 1 g (5.4 mmole) of 2-cyano-7-ethoxybenzofuran (with chlorosulfonic acid as in Example 1, yielding 0.65 g of 2-cyano-4-chlorosulfonyl-7-ethoxybenzofuran (yield: 43%, MS (m/z): 285 (M+), 257, 250 and 222). The obtained chlorosulfonyl compound was reacted with glycine ethyl ester hydrochloride as in Example 1 to give an ester compound (yield: 46%, MS (m/z): 385 (M+), 279, 250 and 222), which was then hydrolyzed, accompanying the hydrolysis of nitrile, to give 2-carboxy-4-(N-carbox...